Task: describe an organic reaction: reactants, conditions, products, and yield. Dataset: the Open Reaction Database (ORD), a public repository of structured organic reaction records The reactants are OC1=NN(C(=C1)C(=O)OC)C (methyl 3-hydroxy-1-methyl-1H-pyrazole-5-carboxylate), BrCCOC (1-bromo-2-methoxyethane), C([O-])([O-])=O.[K+].[K+] (potassium carbonate). Solvent: CN(C=O)C (N,N-dimethylformamide). Product: COCCOC1=NN(C(=C1)C(=O)OC)C (methyl 3-(2-methoxyethoxy)-1-methyl-1H-pyrazole-5-carboxylate). Yield: 94.3%. As a reaction SMILES: [OH:1][C:2]1[CH:6]=[C:5]([C:7]([O:9][CH3:10])=[O:8])[N:4]([CH3:11])[N:3]=1.Br[CH2:13][CH2:14][O:15][CH3:16].C(=O)([O-])[O-].[K+].[K+]>CN(C)C=O>[CH3:16][O:15][CH2:14][CH2:13][O:1][C:2]1[CH:6]=[C:5]([C:7]([O:9][CH3:10])=[O:8])[N:4]([CH3:11])[N:3]=1 |f:2.3.4|. Procedure: Using methyl 3-hydroxy-1-methyl-1H-pyrazole-5-carboxylate (2.34 g, 15.0 mmol), 1-bromo-2-methoxyethane (3.13 g, 22.5 mmol), potassium carbonate (4.15 g, 30.0 mmol) and N,N-dimethylformamide (15 mL), and in the same manner as in Reference Example 57, the title compound (3.03 g, yield 94%) was obtained. RXN SMILES: [CH3:29][N:30]([CH3:31])[CH2:32][CH2:33][CH2:34][N:35]=[C:36]=[N:37][CH2:38][CH3:39].[ClH:40].[NH2:41][CH2:42][c:43]1[cH:44][cH:45][cH:46][cH:47][cH:48]1.[O:1]=[c:2]1[n:3]([CH2:16][c:17]2[cH:18][c:19]([O:27][CH3:28])[c:20]([O:25][CH3:26])[c:21]([O:23][CH3:24])[cH:22]2)[c:4]2[c:5]([nH:6]1)[cH:7][cH:8][cH:9][c:10]2[CH2:11][CH2:12][C:13](=[O:14])[OH:15]>>[O:1]=[c:2]1[n:3]([CH2:16][c:17]2[cH:18][c:19]([O:27][CH3:28])[c:20]([O:25][CH3:26])[c:21]([O:23][CH3:24])[cH:22]2)[c:4]2[c:5]([nH:6]1)[cH:7][cH:8][cH:9][c:10]2[CH2:11][CH2:12][C:13](=[O:15])[NH:41][CH2:42][c:43]1[cH:44][cH:45][cH:46][cH:47][cH:48]1. The product is COc1cc(Cn2c(=O)[nH]c3cccc(CCC(=O)NCc4ccccc4)c32)cc(OC)c1OC. Starting materials: CCN=C=NCCCN(C)C, Cl, NCc1ccccc1, COc1cc(Cn2c(=O)[nH]c3cccc(CCC(=O)O)c32)cc(OC)c1OC. Reactants: BrC(C(=O)OC)C1=CC=C(C=C1)OCCCOC1=CC=C(C=C1)Cl (methyl bromo{p-[3-(p-chlorophenoxy)propoxy]phenyl}acetate), O(C1=CC=CC=C1)C1=CC=C(C=C1)O (p-phenoxyphenol), C[O-].[Na+] (sodium methoxide), CO (methanol). The solvent is C1=CC=CC=C1 (benzene), C1=CC=CC=C1 (benzene). Yields the product COC(C(C1=CC=C(C=C1)OCCCOC1=CC=C(C=C1)Cl)OC1=CC=C(C=C1)OC1=CC=CC=C1)=O (Methyl(p-phenoxyphenoxy){p-[3-(p-chlorophenoxy)propoxy]phenyl}acetate). The yield is 41.4%. RXN SMILES: [O:1]([C:8]1[CH:13]=[CH:12][C:11]([OH:14])=[CH:10][CH:9]=1)[C:2]1[CH:7]=[CH:6][CH:5]=[CH:4][CH:3]=1.C[O-].[Na+].CO.Br[CH:21]([C:26]1[CH:31]=[CH:30][C:29]([O:32][CH2:33][CH2:34][CH2:35][O:36][C:37]2[CH:42]=[CH:41][C:40]([Cl:43])=[CH:39][CH:38]=2)=[CH:28][CH:27]=1)[C:22]([O:24][CH3:25])=[O:23]>C1C=CC=CC=1>[CH3:25][O:24][C:22](=[O:23])[CH:21]([O:14][C:11]1[CH:10]=[CH:9][C:8]([O:1][C:2]2[CH:7]=[CH:6][CH:5]=[CH:4][CH:3]=2)=[CH:13][CH:12]=1)[C:26]1[CH:27]=[CH:28][C:29]([O:32][CH2:33][CH2:34][CH2:35][O:36][C:37]2[CH:38]=[CH:39][C:40]([Cl:43])=[CH:41][CH:42]=2)=[CH:30][CH:31]=1 |f:1.2|. Reported procedure: To a mixture of 4.66 g of p-phenoxyphenol, 1.19 g of sodium methoxide, 10 ml of benzene and 40 ml of methanol is added 8.27 g of methyl bromo{p-[3-(p-chlorophenoxy)propoxy]phenyl}acetate in 10 ml of benzene. The mixture is refluxed for 22 hours and the solvent removed under reduced pressure. The residue is chromatographed over silica gel with dichloromethane as eluent giving a viscous oil which is again chromatographed over silica gel with dichloromethane as eluent. There is obtained 4.3 g of vi... Starting materials: N1N=CC=C1 (1H-Pyrazole), N1[C@@H](C(=O)O)CCC1 (D-proline), C([O-])([O-])=O.[K+].[K+] (potassium carbonate), C(C1=CC=CC=C1)OC1=C(C(=O)OC)C=CC(=C1)I (methyl 2-(benzyloxy)-4-iodobenzoate), N1[C@@H](C(=O)O)CCC1 (D-proline). Reagents/catalysts: [Cu]I (copper(I) iodide), [Cu]I (copper(I) iodide). The solvent is CS(=O)C (dimethyl sulfoxide), C(C)(=O)OCC (ethyl acetate), O (water). Reaction conditions: temperature 90 celsius, time 2 hour. Yields the product C(C1=CC=CC=C1)OC1=C(C(=O)OC)C=CC(=C1)N1N=CC=C1 (methyl 2-(benzyloxy)-4-(1H-pyrazol-1-yl)benzoate). The yield is 71.6%. As a reaction SMILES: [NH:1]1[CH:5]=[CH:4][CH:3]=[N:2]1.N1CCC[C@@H]1C(O)=O.C(=O)([O-])[O-].[K+].[K+].[CH2:20]([O:27][C:28]1[CH:37]=[C:36](I)[CH:35]=[CH:34][C:29]=1[C:30]([O:32][CH3:33])=[O:31])[C:21]1[CH:26]=[CH:25][CH:24]=[CH:23][CH:22]=1>[Cu]I.C(OCC)(=O)C.O.CS(C)=O>[CH2:20]([O:27][C:28]1[CH:37]=[C:36]([N:1]2[CH:5]=[CH:4][CH:3]=[N:2]2)[CH:35]=[CH:34][C:29]=1[C:30]([O:32][CH3:33])=[O:31])[C:21]1[CH:22]=[CH:23][CH:24]=[CH:25][CH:26]=1 |f:2.3.4|. Reported procedure: 1H-Pyrazole (0.044 g), D-proline (0.013 g), potassium carbonate (0.15 g), and copper(I) iodide (0.010 g) were added to a dimethyl sulfoxide (1.5 mL) solution of methyl 2-(benzyloxy)-4-iodobenzoate (0.20 g), followed by stirring under a nitrogen atmosphere at 90° C. for 2 hours. The reaction mixture was cooled to room temperature, and then D-proline (0.013 g) and copper(I) iodide (0.010 g) were added thereto, followed by stirring under a nitrogen atmosphere at 100° C. for 2 hours. After cooling t... The reactants are solution, Cl (hydrogen chloride), O1CCOCC1 (dioxane), C(C)(C)(C)OC(=O)N1CCN(CC1)C(=O)C1=C(C(=C2C=C(C=CN12)C(NC)=O)C1=CC=CC=C1)CC1=C(C(=CC=C1)F)C (4-[2-(3-fluoro-2-methyl-benzyl)-7-methylcarbamoyl-1-phenyl-indolizine-3-carbonyl]-piperazine-1-carboxylic acid tert-butyl ester). Run in C(Cl)Cl (DCM). Run at temperature 0 celsius, time 8 hour. Product: CNC(=O)C=1C=CN2C(=C(C(=C2C1)C1=CC=CC=C1)CC1=C(C(=CC=C1)F)C)C(=O)N1CCNCC1 (2-(3-Fluoro-2-methyl-benzyl)-1-phenyl-3-(piperazine-1-carbonyl)-indolizine-7-carboxylic acid methylamide). Isolated yield 99.4%. As a reaction SMILES: C(OC([N:8]1[CH2:13][CH2:12][N:11]([C:14]([C:16]2[N:24]3[C:19]([CH:20]=[C:21]([C:25](=[O:28])[NH:26][CH3:27])[CH:22]=[CH:23]3)=[C:18]([C:29]3[CH:34]=[CH:33][CH:32]=[CH:31][CH:30]=3)[C:17]=2[CH2:35][C:36]2[CH:41]=[CH:40][CH:39]=[C:38]([F:42])[C:37]=2[CH3:43])=[O:15])[CH2:10][CH2:9]1)=O)(C)(C)C.Cl.O1CCOCC1>C(Cl)Cl>[CH3:27][NH:26][C:25]([C:21]1[CH:22]=[CH:23][N:24]2[C:19]([CH:20]=1)=[C:18]([C:29]1[CH:30]=[CH:31][CH:32]=[CH:33][CH:34]=1)[C:17]([CH2:35][C:36]1[CH:41]=[CH:40][CH:39]=[C:38]([F:42])[C:37]=1[CH3:43])=[C:16]2[C:14]([N:11]1[CH2:10][CH2:9][NH:8][CH2:13][CH2:12]1)=[O:15])=[O:28]. Procedure details: The compound of step 7 (0.065 g, 0.11 mmol) was dissolved in 1.1 ml of DCM and cooled to 0° C. and a 4 N solution of hydrogen chloride in dioxane (0.54 ml, 2.20 mmol) was added. The mixture was stirred at room temperature overnight and then evaporated to dryness under reduced pressure. The obtained solid was triturated several times with diethyl ether and dried in vacuo at 40° C. 0.053 g of the title compound were obtained in the form of 2-(3-fluoro-2-methyl-benzyl)-1-phenyl-3-(piperazine-1-carb... Starting materials: CC(=O)O, CN1CCN(CCOCC(=O)C2CCC3C4CCC5CC(O[N+](=O)[O-])CCC5(C)C4C(=O)CC23C)CC1, [Zn]. Product: CN1CCN(CCOCC(=O)C2CCC3C4CCC5CC(O)CCC5(C)C4C(=O)CC23C)CC1. RXN SMILES: [CH3:38][C:39](=[O:40])[OH:41].[N+:1]([O-:2])(=[O:3])[O:4][CH:5]1[CH2:6][CH:7]2[CH2:8][CH2:9][CH:10]3[CH:11]4[CH2:12][CH2:13][CH:14]([C:15]([CH2:16][O:17][CH2:18][CH2:19][N:20]5[CH2:21][CH2:22][N:23]([CH3:26])[CH2:24][CH2:25]5)=[O:27])[C:28]4([CH3:37])[CH2:29][C:30](=[O:36])[CH:31]3[C:32]2([CH3:35])[CH2:33][CH2:34]1.[Zn:42]>>[OH:4][CH:5]1[CH2:6][CH:7]2[CH2:8][CH2:9][CH:10]3[CH:11]4[CH2:12][CH2:13][CH:14]([C:15]([CH2:16][O:17][CH2:18][CH2:19][N:20]5[CH2:21][CH2:22][N:23]([CH3:26])[CH2:24][CH2:25]5)=[O:27])[C:28]4([CH3:37])[CH2:29][C:30](=[O:36])[CH:31]3[C:32]2([CH3:35])[CH2:33][CH2:34]1. Reactants: NC=1SC2=C(C[C@@H]3CCCN([C@H]3C2)CCC)N1 (trans-(±)-2-amino-5-n-propyl-4,4a,5,6,7,8,8a,9-octahydrothiazolo[4,5-g]quinoline), OP=O (hypophosphorus acid), P(O)(O)(O)=O (phosphoric acid), N(=O)[O-].[Na+] (sodium nitrite), P(O)(O)(O)=O (phosphoric acid), [OH-].[NH4+] (ammonium hydroxide). Solvent: O (water). Product: C(CC)N1CCC[C@H]2CC3=C(C[C@H]12)SC=N3 (trans-(±)-5-n-propyl-4,4a,5,6,7,8,8a,9-octahydrothiazolo[4,5-g]quinoline). As a reaction SMILES: N[C:2]1[S:3][C:4]2[CH2:13][C@H:12]3[C@@H:7]([CH2:8][CH2:9][CH2:10][N:11]3[CH2:14][CH2:15][CH3:16])[CH2:6][C:5]=2[N:17]=1.P(=O)(O)(O)O.N([O-])=O.[Na+].OP=O.[OH-].[NH4+]>O>[CH2:14]([N:11]1[C@@H:12]2[C@H:7]([CH2:6][C:5]3[N:17]=[CH:2][S:3][C:4]=3[CH2:13]2)[CH2:8][CH2:9][CH2:10]1)[CH2:15][CH3:16] |f:2.3,5.6|. Procedure: A solution of 0.24 g. of trans-(±)-2-amino-5-n-propyl-4,4a,5,6,7,8,8a,9-octahydrothiazolo[4,5-g]quinoline in 10 ml. of 85% phosphoric acid was cooled to about -8° C. A saturated solution of 1.17 g. of sodium nitrite in water was added below the surface of the phosphoric acid solution at such a rate as to keep the reaction temperature from going above about -4° C. The reaction mixture was then added in dropwise fashion to 10 ml. of 50% aqueous hypophosphorus acid kept at a temperature of about 0°... The reactants are ClCCl, Cn1cccc1CC#N, [Cl-], Cl, Cc1ccccc1C(=O)Cl. Yields the product Cc1ccccc1C(=O)c1ccc(CC#N)n1C. RXN SMILES: [CH2:22]([Cl:23])[Cl:24].[CH3:1][n:2]1[c:3]([CH2:7][C:8]#[N:9])[cH:4][cH:5][cH:6]1.[Cl-:20].[ClH:21].[c:10]1([CH3:19])[c:11]([C:16](=[O:17])[Cl:18])[cH:12][cH:13][cH:14][cH:15]1>>[CH3:1][n:2]1[c:3]([CH2:7][C:8]#[N:9])[cH:4][cH:5][c:6]1[C:16]([c:11]1[c:10]([CH3:19])[cH:15][cH:14][cH:13][cH:12]1)=[O:17].